The task is: describe an organic reaction: reactants, conditions, products, and yield. This data is from the Open Reaction Database (ORD), a public repository of structured organic reaction records. Reactants: BrC1=CC=C(C=C1)NC(C1=C(C=CC(=C1)[N+](=O)[O-])F)=O (N-(4-Bromophenyl)-2-fluoro-5-nitro-benzoic acid amide). Reagents/catalysts: [Ni] (Ra-Ni). Solvent: C1CCOC1 (THF). Run at time 20 hour. The product is BrC1=CC=C(C=C1)NC(C1=C(C=CC(=C1)N)F)=O (N-(4-Bromophenyl)-2-fluoro-5-amino-benzoic acid amide). Reaction SMILES: [Br:1][C:2]1[CH:7]=[CH:6][C:5]([NH:8][C:9](=[O:20])[C:10]2[CH:15]=[C:14]([N+:16]([O-])=O)[CH:13]=[CH:12][C:11]=2[F:19])=[CH:4][CH:3]=1>C1COCC1.[Ni]>[Br:1][C:2]1[CH:3]=[CH:4][C:5]([NH:8][C:9](=[O:20])[C:10]2[CH:15]=[C:14]([NH2:16])[CH:13]=[CH:12][C:11]=2[F:19])=[CH:6][CH:7]=1. Reported procedure: A mixture of N-(4-Bromophenyl)-2-fluoro-5-nitro-benzoic acid amide (1.57 g, 4.6 mmol) and 500 mg Ra-Ni in 100 mL THF was stirred for 20 h under an atmosphere of hydrogen (3 bar). After filtration and concentration i. vac. the subtitle compound was obtained. Yield: 1.46 g (quantitative). MS [M+H]+=309 (Br-isotope pattern); TLC: Rf=0.68 (silica gel, DCM:EtOH 9:1).